describe an organic reaction: reactants, conditions, products, and yield From a dataset of the Open Reaction Database (ORD), a public repository of structured organic reaction records. The reactants are CC1=NN2C(C=CC=C2)=C1C1=CC(=C(S1)C(=O)O)C1=CC=CC=C1 (5-(2-methylpyrazolo[1,5-a]pyridin-3-yl)-3-phenylthiophene-2-carboxylic acid), CCN=C=NCCCN(C)C (EDCI), C=1C=CC2=C(C1)N=NN2O (HOBt), [Cl-].[NH4+] (ammonium chloride). Solvent: CN(C)C=O (DMF), C(C)N(CC)CC (triethylamine), CCOC(=O)C (EtOAc), O (water). Run at time 16 hour. The product is CC1=NN2C(C=CC=C2)=C1C1=CC(=C(S1)C(=O)N)C1=CC=CC=C1 (5-(2-Methylpyrazolo[1,5-a]pyridin-3-yl)-3-phenylthiophene-2-carboxamide). Isolated yield 72.2%. Reaction SMILES: [CH3:1][C:2]1[C:10]([C:11]2[S:15][C:14]([C:16](O)=[O:17])=[C:13]([C:19]3[CH:24]=[CH:23][CH:22]=[CH:21][CH:20]=3)[CH:12]=2)=[C:5]2[CH:6]=[CH:7][CH:8]=[CH:9][N:4]2[N:3]=1.CC[N:27]=C=NCCCN(C)C.C1C=CC2N(O)N=NC=2C=1.[Cl-].[NH4+]>CCOC(C)=O.O.CN(C=O)C.C(N(CC)CC)C>[CH3:1][C:2]1[C:10]([C:11]2[S:15][C:14]([C:16]([NH2:27])=[O:17])=[C:13]([C:19]3[CH:20]=[CH:21][CH:22]=[CH:23][CH:24]=3)[CH:12]=2)=[C:5]2[CH:6]=[CH:7][CH:8]=[CH:9][N:4]2[N:3]=1 |f:3.4|. Reported procedure: A mixture of 5-(2-methylpyrazolo[1,5-a]pyridin-3-yl)-3-phenylthiophene-2-carboxylic acid (100 mg, 0.299 mmol), EDCI (450 mg, 2.35 mmol), HOBt (95 mg, 0.703 mmol), triethylamine (2.5 mL), ammonium chloride (870 mg, 16.3 mmol) and DMF (35 mL) was stirred for 16 h at rt. To the mixture, were added water and EtOAc and the resulting biphasic mixture was vigorously stirred for 30 min. The organic phase was washed with water and brine and then dried over anhydrous magnesium sulfate. Insoluble materials... Reactants: O (Water), CO (methanol), CN (methylamine), IC=1C(=NC(=NC1)N(C(OC1=CC=CC=C1)=O)C(=O)OC1=CC=CC=C1)OC=1C=C2C=CN(C2=CC1)C(=O)NC (Phenyl N-(5-iodo-4-(1-methylaminocarbonyl-1H-indol-5-yloxy)pyrimidin-2-yl)-N-(phenoxycarbonyl)carbamate), CN(C=O)C (dimethylformamide). Run at temperature 0 celsius. Product: CNC(=O)N1C=CC2=CC(=CC=C12)OC1=NC(=NC=C1I)NC(=O)NC (5-(5-Iodo-2-(3-methylureido)pyrimidin-4-yloxy)-1H-indole-1-carboxylic acid methylamide). Isolated yield 86.0%. Reaction SMILES: [I:1][C:2]1[C:3]([O:27][C:28]2[CH:29]=[C:30]3[C:34](=[CH:35][CH:36]=2)[N:33]([C:37]([NH:39][CH3:40])=[O:38])[CH:32]=[CH:31]3)=[N:4][C:5](N(C(OC2C=CC=CC=2)=O)C(=O)OC2C=CC=CC=2)=[N:6][CH:7]=1.CO.C[NH2:44].O.[CH3:46][N:47](C)[CH:48]=[O:49]>>[CH3:40][NH:39][C:37]([N:33]1[C:34]2[C:30](=[CH:29][C:28]([O:27][C:3]3[C:2]([I:1])=[CH:7][N:6]=[C:5]([NH:44][C:48]([NH:47][CH3:46])=[O:49])[N:4]=3)=[CH:36][CH:35]=2)[CH:31]=[CH:32]1)=[O:38]. Procedure details: Phenyl N-(5-iodo-4-(1-methylaminocarbonyl-1H-indol-5-yloxy)pyrimidin-2-yl)-N-(phenoxycarbonyl)carbamate (597 mg, 0.919 mmol) was dissolved in dimethylformamide (3.0 ml); a 40% methanol solution of methylamine (1.0 ml) was added while stirring at 0° C.; and the reaction mixture was further stirred for 30 minutes keeping the temperature. Water (10 ml) was added to the reaction mixture after the completion of the reaction; the precipitated crystals were filtered off, washed with water, methanol and... Reactants: CN(C)c1nc(NCC2CCC(CNCc3ccc(Br)cc3OC(F)(F)F)CC2)nc2ccccc12, C=O, CC(=O)O, ClCCl. Product: CN(Cc1ccc(Br)cc1OC(F)(F)F)CC1CCC(CNc2nc(N(C)C)c3ccccc3n2)CC1. As a reaction SMILES: [Br:1][c:2]1[cH:3][c:4]([O:32][C:33]([F:34])([F:35])[F:36])[c:5]([CH2:6][NH:7][CH2:8][CH:9]2[CH2:10][CH2:11][CH:12]([CH2:15][NH:16][c:17]3[n:18][c:19]4[cH:20][cH:21][cH:22][cH:23][c:24]4[c:25]([N:27]([CH3:28])[CH3:29])[n:26]3)[CH2:13][CH2:14]2)[cH:30][cH:31]1.[CH2:37]=[O:38].[CH3:39][C:40](=[O:41])[OH:42].[Cl:43][CH2:44][Cl:45]>>[Br:1][c:2]1[cH:3][c:4]([O:32][C:33]([F:34])([F:35])[F:36])[c:5]([CH2:6][N:7]([CH2:8][CH:9]2[CH2:10][CH2:11][CH:12]([CH2:15][NH:16][c:17]3[n:18][c:19]4[cH:20][cH:21][cH:22][cH:23][c:24]4[c:25]([N:27]([CH3:28])[CH3:29])[n:26]3)[CH2:13][CH2:14]2)[CH3:39])[cH:30][cH:31]1. Starting materials: C(C)(=S)N (thioacetamide), BrC(C(=O)OCC)C(=O)OCC (diethyl bromomalonate). The solvent is C1(=CC=CC=C1)C (toluene). Product: C(C)OC(=O)C1=C(N=C(S1)C)O (4-Hydroxy-2-methyl-thiazole-5-carboxylic acid ethyl ester). Isolated yield 25.7%. As a reaction SMILES: [C:1]([NH2:4])(=[S:3])[CH3:2].Br[CH:6]([C:12](OCC)=[O:13])[C:7]([O:9][CH2:10][CH3:11])=[O:8]>C1(C)C=CC=CC=1>[CH2:10]([O:9][C:7]([C:6]1[S:3][C:1]([CH3:2])=[N:4][C:12]=1[OH:13])=[O:8])[CH3:11]. Procedure details: To a solution of thioacetamide (17.2 g, 0.229 mol) in toluene (130 mL) was added diethyl bromomalonate (55.0 g, 0.230 mol) and the mixture heated at reflux for 3 h. The reaction mixture was cooled to RT, filtered through Celite, then concentrated in vacuo. The resultant solid was triturated with hexane to give the title compound as a yellow solid (11.0 g, 26%).